Task: describe an organic reaction: reactants, conditions, products, and yield. Dataset: the Open Reaction Database (ORD), a public repository of structured organic reaction records Reactants: ClCCCOC=1C=C2CCCC(C2=CC1)=O (6-(3-chloro-propoxy)-3,4-dihydro-2H-naphthalen-1-one), O.C(C=O)(=O)O (glyoxylic acid monohydrate), O.NN (hydrazine monohydrate). The solvent is C(C)(=O)O (acetic acid). Product: ClCCCOC=1C=CC2=C(CCC3=CC(NN=C23)=O)C1 (8-(3-Chloro-propoxy)-5,6-dihydro-2H-benzo[h]cinnolin-3-one). RXN SMILES: [Cl:1][CH2:2][CH2:3][CH2:4][O:5][C:6]1[CH:7]=[C:8]2[C:13](=[CH:14][CH:15]=1)[C:12](=O)[CH2:11][CH2:10][CH2:9]2.O.[C:18]([OH:22])(=O)[CH:19]=O.O.[NH2:24][NH2:25]>C(O)(=O)C>[Cl:1][CH2:2][CH2:3][CH2:4][O:5][C:6]1[CH:15]=[CH:14][C:13]2[C:12]3[C:11](=[CH:19][C:18](=[O:22])[NH:24][N:25]=3)[CH2:10][CH2:9][C:8]=2[CH:7]=1 |f:1.2,3.4|. Reported procedure: In a 100 mL round bottom flask, 6-(3-chloro-propoxy)-3,4-dihydro-2H-naphthalen-1-one (1 g, 4.2 mmol), and glyoxylic acid monohydrate (387 mg, 4.2 mmol), in acetic acid (10 mL) was heated to reflux 6 h. The reaction was cooled and hydrazine monohydrate (0.41 mL, 8.4 mmol) was added and the reaction was heated to reflux 14 h. The reaction was cooled and the solvent concentrated under vacuum. The slurry was partitioned between methylene chloride and water, separated, dried over MgSO4. Purification ... Reactants: ClC(Cl)(Cl)Cl, CC1(C)CC(c2ccccn2)c2ccccc2O1, Cl, c1ccncc1. Yields the product CC1(C)CC(c2ccccn2)c2cc(Cl)ccc2O1. RXN SMILES: [C:26]([Cl:27])([Cl:28])([Cl:29])[Cl:30].[CH3:1][C:2]1([CH3:18])[O:3][c:4]2[c:5]([cH:14][cH:15][cH:16][cH:17]2)[CH:6]([c:8]2[n:9][cH:10][cH:11][cH:12][cH:13]2)[CH2:7]1.[Cl:25].[cH:19]1[cH:20][cH:21][n:22][cH:23][cH:24]1>>[CH3:1][C:2]1([CH3:18])[O:3][c:4]2[c:5]([cH:14][c:15]([Cl:27])[cH:16][cH:17]2)[CH:6]([c:8]2[n:9][cH:10][cH:11][cH:12][cH:13]2)[CH2:7]1.